Task: describe an organic reaction: reactants, conditions, products, and yield. Dataset: the Open Reaction Database (ORD), a public repository of structured organic reaction records The reactants are O1C(CCCC1)CC=1CS[C@H]2N(C1C(=O)OC(C)(C)C)C(C2NC(CC=2SC=CC2)=O)=O (t-butyl 3-(2-tetrahydropyranylmethyl)-7-(2-thienylacetamido)-3-cephem-4-carboxylate). Solvent: FC(C(=O)O)(F)F (trifluoroacetic acid). Reaction conditions: time 30 minute. Product: O1C(CCCC1)CC=1CS[C@H]2N(C1C(=O)O)C(C2NC(CC=2SC=CC2)=O)=O (3-(2-tetrahydropyranylmethyl)-7-(2-thienylacetamido)-3-cephem-4-carboxylic acid). The yield is 101.1%. As a reaction SMILES: [O:1]1[CH2:6][CH2:5][CH2:4][CH2:3][CH:2]1[CH2:7][C:8]1[CH2:9][S:10][C@@H:11]2[CH:22]([NH:23][C:24](=[O:31])[CH2:25][C:26]3[S:27][CH:28]=[CH:29][CH:30]=3)[C:21](=[O:32])[N:12]2[C:13]=1[C:14]([O:16]C(C)(C)C)=[O:15]>FC(F)(F)C(O)=O>[O:1]1[CH2:6][CH2:5][CH2:4][CH2:3][CH:2]1[CH2:7][C:8]1[CH2:9][S:10][C@@H:11]2[CH:22]([NH:23][C:24](=[O:31])[CH2:25][C:26]3[S:27][CH:28]=[CH:29][CH:30]=3)[C:21](=[O:32])[N:12]2[C:13]=1[C:14]([OH:16])=[O:15]. Procedure details: The cephem ester (XX) (28 mg) was dissolved in trifluoroacetic acid (0.8 ml) and allowed to stand at room temperature for 30 min. The reaction mixture was evaporated azeotropically from dry benzene to give the acid (XXII) as a glass (25 mg) νmax (CHCl3) 1775, 1730-1750, 1675 cm-1The minimum inhibitory concentrations (MIC) of this compound against five typical Gram-positive bacteria are tabulated below: The reactants are FC=1C=C(OC2CCN(CC2)CCN)C=CC1F (2-[4-(3,4-Difluorophenoxy)-1-piperidinyl]ethylamine), C1(CC1)C=O (cyclopropanecarbaldehyde). The solvent is CO (MeOH). Run at time 4 hour. Product: C1(CC1)CNCCN1CCC(CC1)OC1=CC(=C(C=C1)F)F (N-(Cyclopropyhnethyl)-N-{2-[4-(3,4-difluorophenoxy)-1-piperidinyl]ethyl}amine). As a reaction SMILES: [F:1][C:2]1[CH:3]=[C:4]([CH:15]=[CH:16][C:17]=1[F:18])[O:5][CH:6]1[CH2:11][CH2:10][N:9]([CH2:12][CH2:13][NH2:14])[CH2:8][CH2:7]1.[CH:19]1([CH:22]=O)[CH2:21][CH2:20]1>CO>[CH:19]1([CH2:22][NH:14][CH2:13][CH2:12][N:9]2[CH2:8][CH2:7][CH:6]([O:5][C:4]3[CH:15]=[CH:16][C:17]([F:18])=[C:2]([F:1])[CH:3]=3)[CH2:11][CH2:10]2)[CH2:21][CH2:20]1. Procedure: The product of Step d (0.4 g) dissolved in MeOH (6 ml) was added to cyclopropanecarbaldehyde (0.116 ml) and the resulting mixture was stirred for 4 hours. The solvent was evaporated, the residue re-dissolved in methanol (6 ml) and NaBH4 (0.095 g) added and the mixture left for 30 minutes. Aqueous sodium hydroxide (1N) was added and the aqueous extracted with diethyl ether. The organic extracts were dried with Na2SO4, filtered and concentrated to give the sub-title product as an oil (0.493 g). Starting materials: C=CCBr, CC1(C)CC(N2CCCCCC2=O)CC(C)(C)N1, CN(C)C=O, [Na+], [Na+], O=C([O-])[O-]. Yields the product C=CCN1C(C)(C)CC(N2CCCCCC2=O)CC1(C)C. As a reaction SMILES: [CH2:25]([CH:26]=[CH2:27])[Br:28].[CH3:1][C:2]1([CH3:18])[NH:3][C:4]([CH3:16])([CH3:17])[CH2:5][CH:6]([N:8]2[C:9](=[O:15])[CH2:10][CH2:11][CH2:12][CH2:13][CH2:14]2)[CH2:7]1.[CH3:29][N:30]([CH3:31])[CH:32]=[O:33].[Na+:19].[Na+:20].[O-:21][C:22](=[O:23])[O-:24]>>[CH3:1][C:2]1([CH3:18])[N:3]([CH2:27][CH:26]=[CH2:25])[C:4]([CH3:16])([CH3:17])[CH2:5][CH:6]([N:8]2[C:9](=[O:15])[CH2:10][CH2:11][CH2:12][CH2:13][CH2:14]2)[CH2:7]1. Starting materials: COC(CC1C(NC2=CC=CC=C2C1)=O)=O ((2-oxo-1,2,3,4-tetrahydro-quinolin-3-yl)-acetic acid methyl ester), BrCC(=O)OC(C)(C)C (tert-butyl bromoacetate). Product: COC(CC1C(N(C2=CC=CC=C2C1)CC(=O)OC(C)(C)C)=O)=O ((1-tert-butoxycarbonylmethyl-2-oxo-1,2,3,4-tetrahydro-quinolin-3-yl)-acetic acid methyl ester). Isolated yield 89.0%. RXN SMILES: [CH3:1][O:2][C:3](=[O:16])[CH2:4][CH:5]1[CH2:14][C:13]2[C:8](=[CH:9][CH:10]=[CH:11][CH:12]=2)[NH:7][C:6]1=[O:15].Br[CH2:18][C:19]([O:21][C:22]([CH3:25])([CH3:24])[CH3:23])=[O:20]>>[CH3:1][O:2][C:3](=[O:16])[CH2:4][CH:5]1[CH2:14][C:13]2[C:8](=[CH:9][CH:10]=[CH:11][CH:12]=2)[N:7]([CH2:18][C:19]([O:21][C:22]([CH3:25])([CH3:24])[CH3:23])=[O:20])[C:6]1=[O:15]. Procedure: Following a similar N-alkylation procedure described in example 6, the (2-oxo-1,2,3,4-tetrahydro-quinolin-3-yl)-acetic acid methyl ester (0.99 mmol) is alkylated with tert-butyl bromoacetate to give (1-tert-butoxycarbonylmethyl-2-oxo-1,2,3,4-tetrahydro-quinolin-3-yl)-acetic acid methyl ester as a colorless oil, after purification by silica gel chromatography (hexane/EtOAc). Yield: 89%. MS: (ES+): 356.2 [M+23]. The reactants are O1C(COC2=C1C=CC=C2)CN ((2,3-dihydro-1,4-benzodioxin-2-yl)methylamine), C(C1=CC=CC=C1)=O (benzaldehyde). The solvent is C(Cl)Cl (methylene chloride). Reaction conditions: time 3 hour. Product: C(C1=CC=CC=C1)NCC1COC2=C(O1)C=CC=C2 (N-benzyl-(2,3-dihydro-1,4-benzodioxin-2-yl)methylamine). The yield is 92.5%. Reaction SMILES: [O:1]1[C:6]2[CH:7]=[CH:8][CH:9]=[CH:10][C:5]=2[O:4][CH2:3][CH:2]1[CH2:11][NH2:12].[CH:13](=O)[C:14]1[CH:19]=[CH:18][CH:17]=[CH:16][CH:15]=1>C(Cl)Cl>[CH2:13]([NH:12][CH2:11][CH:2]1[O:1][C:6]2[CH:7]=[CH:8][CH:9]=[CH:10][C:5]=2[O:4][CH2:3]1)[C:14]1[CH:19]=[CH:18][CH:17]=[CH:16][CH:15]=1. Procedure: A mixture of (2,3-dihydro-1,4-benzodioxin-2-yl)methylamine (4.13 g), benzaldehyde (2.65 g) and methylene chloride (25 ml) is stirred for 3 hours at room temperature and the methylene chloride removed via evaporation. A solution of the residue in ethanol (30 ml) is hydrogenated at atmospheric pressure and room temperature in the presence of methanesulphonic acid (2.4 g) and 10% palladium on charcoal (0.4 g). After the calculated quantity of hydrogen is consumed (510 ml), the solution is filtered,... The reactants are COC1=C(C=O)C=CC=C1 (2-methoxybenzaldehyde), NC1=NNC=C1 (3-aminopyrazole), C(C1=CC=CC=C1)(=O)CC(=O)OCC (ethyl benzoylacetate). The product is COC1=C(C=CC=C1)C1C=2C(NC(=C1C(=O)OCC)C1=CC=CC=C1)=NNC2 (Ethyl 4,7-dihydro-4-(2-methoxyphenyl)-6-phenyl-2H-pyrazolo[3,4-b]pyridine-5-carboxylate). As a reaction SMILES: [CH3:1][O:2][C:3]1[CH:10]=[CH:9][CH:8]=[CH:7][C:4]=1[CH:5]=O.[NH2:11][C:12]1[CH:16]=[CH:15][NH:14][N:13]=1.[C:17]([CH2:25][C:26]([O:28][CH2:29][CH3:30])=[O:27])(=O)[C:18]1[CH:23]=[CH:22][CH:21]=[CH:20][CH:19]=1>>[CH3:1][O:2][C:3]1[CH:10]=[CH:9][CH:8]=[CH:7][C:4]=1[CH:5]1[C:25]([C:26]([O:28][CH2:29][CH3:30])=[O:27])=[C:17]([C:18]2[CH:19]=[CH:20][CH:21]=[CH:22][CH:23]=2)[NH:11][C:12]2=[N:13][NH:14][CH:15]=[C:16]12. Procedure details: The title compound was prepared from 2-methoxybenzaldehyde, 3-aminopyrazole and ethyl benzoylacetate in the same manner as in Example 1.